This data is from the Open Reaction Database (ORD), a public repository of structured organic reaction records. The task is: describe an organic reaction: reactants, conditions, products, and yield The reactants are ClC1=C(C=CC=C1)C(C1=C(C=CC=C1)N1C(=NN=C1CN(C)C)CO)=O (2'-chloro-2-[3-(hydroxymethyl)-5-[(dimethylamino)methyl]-4H-1,2,4-triazol-4-yl]benzophenone), CS(=O)(=O)Cl (methanesulfonyl chloride), C(C=C)N (allylamine). Product: ClC1=C(C=CC=C1)C(C1=C(C=CC=C1)N1C(=NN=C1CN(C)C)CNCC=C)=O (2'-chloro-2-[3-[(allylamino)methyl]-5-[(dimethylamino)methyl]-4H-1,2,4-triazol-4-yl]benzophenone). Reaction SMILES: [Cl:1][C:2]1[CH:7]=[CH:6][CH:5]=[CH:4][C:3]=1[C:8](=[O:26])[C:9]1[CH:14]=[CH:13][CH:12]=[CH:11][C:10]=1[N:15]1[C:19]([CH2:20][N:21]([CH3:23])[CH3:22])=[N:18][N:17]=[C:16]1[CH2:24]O.CS(Cl)(=O)=O.[CH2:32]([NH2:35])[CH:33]=[CH2:34]>>[Cl:1][C:2]1[CH:7]=[CH:6][CH:5]=[CH:4][C:3]=1[C:8](=[O:26])[C:9]1[CH:14]=[CH:13][CH:12]=[CH:11][C:10]=1[N:15]1[C:19]([CH2:20][N:21]([CH3:23])[CH3:22])=[N:18][N:17]=[C:16]1[CH2:24][NH:35][CH2:32][CH:33]=[CH2:34]. Procedure details: In the manner given in Example 47, 2'-chloro-2-[3-(hydroxymethyl)-5-[(dimethylamino)methyl]-4H-1,2,4-triazol-4-yl]benzophenone is treated first with methanesulfonyl chloride followed by allylamine to give 2'-chloro-2-[3-[(allylamino)methyl]-5-[(dimethylamino)methyl]-4H-1,2,4-triazol-4-yl]benzophenone.